This data is from the Open Reaction Database (ORD), a public repository of structured organic reaction records. The task is: describe an organic reaction: reactants, conditions, products, and yield Product: CCCCCCCCCCCCCCCCCCCCCCOCCCCCCCCCCCCBr. The reactants are BrCCCCCCCCCCCCBr, CCCCCCCCCCCCCCCCCCCCCCO, CCCCCC, Cc1ccccc1, Cl, [H-], [Na+]. As a reaction SMILES: [Br:26][CH2:27][CH2:28][CH2:29][CH2:30][CH2:31][CH2:32][CH2:33][CH2:34][CH2:35][CH2:36][CH2:37][CH2:38][Br:39].[CH2:3]([CH2:4][CH2:5][CH2:6][CH2:7][CH2:8][CH2:9][CH2:10][CH2:11][CH2:12][CH2:13][CH2:14][CH2:15][CH2:16][CH2:17][CH2:18][CH2:19][CH2:20][CH2:21][CH2:22][CH2:23][CH3:24])[OH:25].[CH3:41][CH2:42][CH2:43][CH2:44][CH2:45][CH3:46].[CH3:47][c:48]1[cH:49][cH:50][cH:51][cH:52][cH:53]1.[ClH:40].[H-:1].[Na+:2]>>[CH2:3]([CH2:4][CH2:5][CH2:6][CH2:7][CH2:8][CH2:9][CH2:10][CH2:11][CH2:12][CH2:13][CH2:14][CH2:15][CH2:16][CH2:17][CH2:18][CH2:19][CH2:20][CH2:21][CH2:22][CH2:23][CH3:24])[O:25][CH2:38][CH2:37][CH2:36][CH2:35][CH2:34][CH2:33][CH2:32][CH2:31][CH2:30][CH2:29][CH2:28][CH2:27][Br:26]. Starting materials: CC1=CC2=CC3=CC=CC=C3C=C2C=C1 (2-Methylanthracene), BrN1C(CCC1=O)=O (N-bromosuccinimide), C(C1=CC=CC=C1)(=O)OOC(C1=CC=CC=C1)=O (benzoyl peroxide). The solvent is C(Cl)(Cl)(Cl)Cl (carbon tetrachloride). Yields the product BrCC1=CC2=CC3=CC=CC=C3C=C2C=C1 (2-bromomethylanthracene). Yield: 109.2%. RXN SMILES: [CH3:1][C:2]1[CH:15]=[CH:14][C:13]2[C:4](=[CH:5][C:6]3[C:11]([CH:12]=2)=[CH:10][CH:9]=[CH:8][CH:7]=3)[CH:3]=1.[Br:16]N1C(=O)CCC1=O.C(OOC(=O)C1C=CC=CC=1)(=O)C1C=CC=CC=1>C(Cl)(Cl)(Cl)Cl>[Br:16][CH2:1][C:2]1[CH:15]=[CH:14][C:13]2[C:4](=[CH:5][C:6]3[C:11]([CH:12]=2)=[CH:10][CH:9]=[CH:8][CH:7]=3)[CH:3]=1. Procedure details: 2-Methylanthracene (5.00 g, 26.25 mmol, 1 eq), N-bromosuccinimide (4.70 g, 26.25 mmol, 1 eq), benzoyl peroxide (1.0 g) and carbon tetrachloride (250 mL) were mixed and refluxed for 6 hours. The mixture was cooled to room temperature, and the succinimide precipitate filtered. The filtrate was evaporated to dryness and the residue taken up in ethyl acetate (250 mL) and washed with 1 N NaOH (3×200 mL). The organic layer was dried (MgSO4) and the solvent removed in vacuo to yield 7.77 g of a light b... Starting materials: NN (Hydrazine), C(C=C)C1C(NCC(CC1)C1=C(C(=CC=C1)F)F)=S (3-allyl-6-(2,3-difluorophenyl)azepane-2-thione). Solvent: C(C)O (ethanol). Run at time 4 hour. The product is C(C=C)C1/C(/NCC(CC1)C1=C(C(=CC=C1)F)F)=N/N ((2Z)-3-Allyl-6-(2,3-difluorophenyl)azepan-2-one hydrazone). Reaction SMILES: [NH2:1][NH2:2].[CH2:3]([CH:6]1[CH2:12][CH2:11][CH:10]([C:13]2[CH:18]=[CH:17][CH:16]=[C:15]([F:19])[C:14]=2[F:20])[CH2:9][NH:8][C:7]1=S)[CH:4]=[CH2:5]>C(O)C>[CH2:3]([CH:6]1[CH2:12][CH2:11][CH:10]([C:13]2[CH:18]=[CH:17][CH:16]=[C:15]([F:19])[C:14]=2[F:20])[CH2:9][NH:8]/[C:7]/1=[N:1]\[NH2:2])[CH:4]=[CH2:5]. Reported procedure: Hydrazine (anhydrous; 1.11 mL, 35.40 mmol) was added to a solution of 3-allyl-6-(2,3-difluorophenyl)azepane-2-thione (249 mg, 0.885 mmol) in ethanol (8 mL). After 4 h, the reaction mixture was concentrated. The residue was diluted with saturated aqueous sodium bicarbonate and extracted with dichloromethane (3×). The organic extracts were dried over sodium sulfate, filtered and concentrated to give the title compound. (MS 280.2 (M+1). Product: C(C)(=O)N1C2=CC=C(C=C2SC=2C(=C(C(=CC12)OC)O)Br)OC (10-acetyl-4-bromo-2,7-dimethoxy-3-hydroxy-10H-phenothiazine). The reactants are C(C)(=O)N1C2=CC=C(C=C2SC=2C(=C(C(=CC12)OC)OC(C)=O)Br)OC (10-acetyl-3-acetoxy-4-bromo-2,7-dimethoxy-10H-phenothiazine), Cl (HCl). Solvent: CO (methanol), [OH-].[Na+] (sodium hydroxide). Procedure: A mixture of 10-acetyl-3-acetoxy-4-bromo-2,7-dimethoxy-10H-phenothiazine (2.0 g) in methanol (40 ml) and 1N aqueous sodium hydroxide solution (40 ml) was stirred at room temperature for 5 hours. The mixture was then made slightly acidic with 1N aqueous HCl and after 15 minutes the crude product was filtered. Crystallization from ethyl acetate afforded the pure title compound (600 mg), m.p.: dec 235° C. Run at time 5 hour. Isolated yield 33.2%. RXN SMILES: [C:1]([N:4]1[C:17]2[CH:16]=[C:15]([O:18][CH3:19])[C:14]([O:20]C(=O)C)=[C:13]([Br:24])[C:12]=2[S:11][C:10]2[C:5]1=[CH:6][CH:7]=[C:8]([O:25][CH3:26])[CH:9]=2)(=[O:3])[CH3:2].Cl>CO.[OH-].[Na+]>[C:1]([N:4]1[C:17]2[CH:16]=[C:15]([O:18][CH3:19])[C:14]([OH:20])=[C:13]([Br:24])[C:12]=2[S:11][C:10]2[C:5]1=[CH:6][CH:7]=[C:8]([O:25][CH3:26])[CH:9]=2)(=[O:3])[CH3:2] |f:3.4|.